Dataset: the Open Reaction Database (ORD), a public repository of structured organic reaction records. Task: describe an organic reaction: reactants, conditions, products, and yield Starting materials: N([C@H](CC1=CNC2=CC=CC=C12)C(=O)O)C(=O)OCC1C2=CC=CC=C2C2=CC=CC=C12 (Fmoc-D-Trp-OH), N[C@@H](COC(C)(C)C)C(=O)OC(C)(C)C.Cl (H-Ser(tBu)-OtBu.HCl), C=1C=CC2=C(C1)N=NN2O (HOBt), C1CCC(CC1)N=C=NC2CCCCC2 (DCC). Solvent: CN(C=O)C (dimethylformamide), C(C)N1CCOCC1 (N-ethylmorpholine). The product is N([C@H](CC1=CNC2=CC=CC=C12)C(=O)N[C@@H](COC(C)(C)C)C(=O)OC(C)(C)C)C(=O)OCC1C2=CC=CC=C2C2=CC=CC=C12 (Fmoc-D-Trp-Ser(tBu)-OtBu). RXN SMILES: [NH:1]([C:16]([O:18][CH2:19][CH:20]1[C:32]2[C:27](=[CH:28][CH:29]=[CH:30][CH:31]=2)[C:26]2[C:21]1=[CH:22][CH:23]=[CH:24][CH:25]=2)=[O:17])[C@@H:2]([C:13]([OH:15])=O)[CH2:3][C:4]1[C:12]2[C:7](=[CH:8][CH:9]=[CH:10][CH:11]=2)[NH:6][CH:5]=1.[NH2:33][C@H:34]([C:41]([O:43][C:44]([CH3:47])([CH3:46])[CH3:45])=[O:42])[CH2:35][O:36][C:37]([CH3:40])([CH3:39])[CH3:38].Cl.C1C=CC2N(O)N=NC=2C=1.C1CCC(N=C=NC2CCCCC2)CC1>CN(C)C=O.C(N1CCOCC1)C>[NH:1]([C:16]([O:18][CH2:19][CH:20]1[C:21]2[C:26](=[CH:25][CH:24]=[CH:23][CH:22]=2)[C:27]2[C:32]1=[CH:31][CH:30]=[CH:29][CH:28]=2)=[O:17])[C@@H:2]([C:13]([NH:33][C@H:34]([C:41]([O:43][C:44]([CH3:47])([CH3:46])[CH3:45])=[O:42])[CH2:35][O:36][C:37]([CH3:40])([CH3:38])[CH3:39])=[O:15])[CH2:3][C:4]1[C:12]2[C:7](=[CH:8][CH:9]=[CH:10][CH:11]=2)[NH:6][CH:5]=1 |f:1.2|. Procedure: To a solution ob 17.1 g (40 mmol) of Fmoc-D-Trp-OH, 10.12 g of H-Ser(tBu)-OtBu.HCl and 5.4 g of HOBt in 100 ml of dimethylformamide, 5.2 ml of N-ethylmorpholine are added at 0° C. with stirring, followed by 8.8 g of DCC. After allowing to stir for 1 hour at 0° C. and 3 hours at room temperature, the precipitate is filtered off with suction and the filtrate is concentrated in vacuo. The residue is dissolved in ethyl acetate and washed successively with water, saturated NaHCO3 solution and water, ... RXN SMILES: [CH2:1]([S:8][C:9]1[S:10][C:11]([CH:14]=[O:15])=[CH:12][N:13]=1)[C:2]1[CH:7]=[CH:6][CH:5]=[CH:4][CH:3]=1>C(OCC)(=O)C.[Pt]=O>[CH2:1]([S:8][C:9]1[S:10][C:11]([CH2:14][OH:15])=[CH:12][N:13]=1)[C:2]1[CH:7]=[CH:6][CH:5]=[CH:4][CH:3]=1. Reported procedure: 325 mg of 2-benzylsulfanyl-thiazole-5-carbaldehyde in 35 ml of ethyl acetate are hydrogenated with 14 mg of FeCl2×4H2O and 175 mg of platinum oxide under normal pressure for 64 hours at room temperature under a hydrogen atmosphere. The reaction mixture is filtered off and extracted with water. The organic phase is dried over sodium sulfate and concentrated in vacua. The title compound is obtained in the form of an oil (compound 3.1). The product is C(C1=CC=CC=C1)SC=1SC(=CN1)CO (2-Benzylsulfanyl-5-hydroxymethyl-thiazole), compound 3.1. Solvent: C(C)(=O)OCC (ethyl acetate). The reactants are C(C1=CC=CC=C1)SC=1SC(=CN1)C=O (2-benzylsulfanyl-thiazole-5-carbaldehyde), FeCl2. The reagents and catalysts are [Pt]=O (platinum oxide). Starting materials: C12(CC3CC(CC(C1)C3)C2)OCC2=C(N=C(N2)C2C3C=CC2C=C3)C(=O)O (5-(adamantan-1-yloxymethyl)-2-bicyclo[2.2.1]hepta-2,5-dien-7-yl-1H-imidazole-4-carboxylic acid), C(C1=CC=CC=C1)OC(C1=CC(=CC=C1)N)=O (3-amino-benzoic acid benzyl ester), benzyl ester, C12=CC=C(CC1)C2C=O (norbornadiene-7-carboxaldehyde), C1(CCCCC1)C=O (cyclohexanecarboxaldehyde). Product: C(C1=CC=CC=C1)OC(=O)C=1N=C(NC1COC12CC3CC(CC(C1)C3)C2)C2C3C=CC2C=C3 (5-(Adamantan-1-yloxymethyl)-2-bicyclo[2.2.1]hepta-2,5-dien-7-yl-1H-imidazole4-carboxylic acid benzyl ester), C(C1=CC=CC=C1)OC(C1=CC(=CC=C1)NC(=O)C=1N=C(NC1COC12CC3CC(CC(C1)C3)C2)C2C3C=CC2C=C3)=O (3-{[5-(adamantan-1-yloxymethyl)-2-bicyclo[2.2.1]hepta-2,5-dien-7-yl-1H-imidazole-4-carbonyl]-amino}-benzoic acid benzyl ester). RXN SMILES: C12C(C=O)C(CC1)=CC=2.[CH:10]1([CH:16]=[O:17])[CH2:15][CH2:14][CH2:13][CH2:12][CH2:11]1.[C:18]12([O:28][CH2:29][C:30]3[NH:34][C:33]([CH:35]4[CH:39]5[CH:40]=[CH:41][CH:36]4[CH:37]=[CH:38]5)=[N:32][C:31]=3[C:42]([OH:44])=[O:43])[CH2:27][CH:22]3[CH2:23][CH:24]([CH2:26][CH:20]([CH2:21]3)[CH2:19]1)[CH2:25]2.[CH2:45]([O:52][C:53](=[O:61])[C:54]1[CH:59]=[CH:58][CH:57]=[C:56]([NH2:60])[CH:55]=1)[C:46]1[CH:51]=[CH:50][CH:49]=[CH:48][CH:47]=1>>[CH2:16]([O:17][C:42]([C:31]1[N:32]=[C:33]([CH:35]2[CH:36]3[CH:37]=[CH:38][CH:39]2[CH:40]=[CH:41]3)[NH:34][C:30]=1[CH2:29][O:28][C:18]12[CH2:25][CH:24]3[CH2:26][CH:20]([CH2:21][CH:22]([CH2:23]3)[CH2:27]1)[CH2:19]2)=[O:43])[C:10]1[CH:15]=[CH:14][CH:13]=[CH:12][CH:11]=1.[CH2:45]([O:52][C:53](=[O:61])[C:54]1[CH:59]=[CH:58][CH:57]=[C:56]([NH:60][C:42]([C:31]2[N:32]=[C:33]([CH:35]3[CH:39]4[CH:40]=[CH:41][CH:36]3[CH:37]=[CH:38]4)[NH:34][C:30]=2[CH2:29][O:28][C:18]23[CH2:27][CH:22]4[CH2:23][CH:24]([CH2:26][CH:20]([CH2:21]4)[CH2:19]2)[CH2:25]3)=[O:44])[CH:55]=1)[C:46]1[CH:47]=[CH:48][CH:49]=[CH:50][CH:51]=1. Procedure: 5-(Adamantan-1-yloxymethyl)-2-bicyclo[2.2.1]hepta-2,5-dien-7-yl-1H-imidazole4-carboxylic acid benzyl ester was prepared according to the procedure of Example 216, steps a, b, c and d with the modification that norbornadiene-7-carboxaldehyde (J. Stapersma and G. W. Klumpp Tetrahedron, 1981, 37, 187) was used in step d instead of cyclohexanecarboxaldehyde. The benzyl ester was hydrolysed according to the procedure of Example 211, step b and the resulting 5-(adamantan-1-yloxymethyl)-2-bicyclo[2.2.1... Starting materials: COC(=O)CC(=O)OC, Cc1ccc(C=C[N+](=O)[O-])cc1, Cc1ccccc1. Product: COC(=O)C(C(=O)OC)C(C[N+](=O)[O-])c1ccc(C)cc1. Reaction SMILES: [C:13]([CH2:14][C:15](=[O:16])[O:17][CH3:18])(=[O:19])[O:20][CH3:21].[CH3:1][c:2]1[cH:3][cH:4][c:5]([CH:6]=[CH:7][N+:8](=[O:9])[O-:10])[cH:11][cH:12]1.[CH3:22][c:23]1[cH:24][cH:25][cH:26][cH:27][cH:28]1>>[CH3:1][c:2]1[cH:3][cH:4][c:5]([CH:6]([CH2:7][N+:8](=[O:9])[O-:10])[CH:14]([C:13](=[O:19])[O:20][CH3:21])[C:15](=[O:16])[O:17][CH3:18])[cH:11][cH:12]1. Reactants: [Al+3], CCCc1ccc2oc(Cc3ccc(OC)cc3)c(C)c2c1O, [Cl-], [Cl-], [Cl-], COC(Cl)Cl, ClCCl, O. Product: CCCc1ccc2oc(Cc3ccc(OC)c(C=O)c3)c(C)c2c1O. RXN SMILES: [Al+3:2].[CH3:5][O:6][c:7]1[cH:8][cH:9][c:10]([CH2:11][c:12]2[o:13][c:14]3[c:15]([c:16]2[CH3:17])[c:18]([OH:25])[c:19]([CH2:22][CH2:23][CH3:24])[cH:20][cH:21]3)[cH:26][cH:27]1.[Cl-:1].[Cl-:3].[Cl-:4].[Cl:28][CH:29]([O:31][CH3:30])[Cl:32].[Cl:34][CH2:35][Cl:36].[OH2:33]>>[CH3:5][O:6][c:7]1[cH:8][cH:9][c:10]([CH2:11][c:12]2[o:13][c:14]3[c:15]([c:16]2[CH3:17])[c:18]([OH:25])[c:19]([CH2:22][CH2:23][CH3:24])[cH:20][cH:21]3)[cH:26][c:27]1[CH:29]=[O:31]. Starting materials: CC(C(=O)O)=CCCC(=CCCC(=CCCC(=CCCC(=CCCC(C)=O)C)C)C)C (2,6,10,14,18-pentamethyl-22-oxo-2,6,10,14,18-tricosapentaenoic acid), C(C)NCC (diethylamine). The product is CC(C(=O)N(CC)CC)=CCCC(=CCCC(=CCCC(=CCCC(=CCCC(C)=O)C)C)C)C (N-(2,6,10,14,18-pentamethyl-22-oxo-2,6,10,14,18-tricosapentaenoyl)diethylamine). As a reaction SMILES: [CH3:1][C:2](=[CH:6][CH2:7][CH2:8][C:9]([CH3:31])=[CH:10][CH2:11][CH2:12][C:13]([CH3:30])=[CH:14][CH2:15][CH2:16][C:17]([CH3:29])=[CH:18][CH2:19][CH2:20][C:21]([CH3:28])=[CH:22][CH2:23][CH2:24][C:25](=[O:27])[CH3:26])[C:3]([OH:5])=O.[CH2:32]([NH:34][CH2:35][CH3:36])[CH3:33]>>[CH3:1][C:2](=[CH:6][CH2:7][CH2:8][C:9]([CH3:31])=[CH:10][CH2:11][CH2:12][C:13]([CH3:30])=[CH:14][CH2:15][CH2:16][C:17]([CH3:29])=[CH:18][CH2:19][CH2:20][C:21]([CH3:28])=[CH:22][CH2:23][CH2:24][C:25](=[O:27])[CH3:26])[C:3]([N:34]([CH2:35][CH3:36])[CH2:32][CH3:33])=[O:5]. Procedure details: Starting materials: 2,6,10,14,18-pentamethyl-22-oxo-2,6,10,14,18-tricosapentaenoic acid and diethylamine